Dataset: the Open Reaction Database (ORD), a public repository of structured organic reaction records. Task: describe an organic reaction: reactants, conditions, products, and yield Run at time 3 hour. Product: ON=C(C(=O)OC)C=1OC=CC1 (Methyl 2-hydroxyimino-2-(2-furanyl)acetate). Procedure: Hydroxylamine hydrochloride (0.951 g) was added to a stirred solution of methyl 2-oxo-2-(2-furanyl)acetate (2.107 g) in methanol (30 ml). The mixture was stirred for 3 h, then the solvent was evaporated and the residue partitioned between ethyl acetate and water. The organic phase was washed with brine, dried over magnesium sulphate and evaporated. The title oxime was isolated by column chromatography of the residue using gradient elution (Kieselgel:3:1 to 1:1 hexane:ethyl acetate). (Found: M+, ... RXN SMILES: Cl.[NH2:2][OH:3].O=[C:5]([C:10]1[O:11][CH:12]=[CH:13][CH:14]=1)[C:6]([O:8][CH3:9])=[O:7]>CO>[OH:3][N:2]=[C:5]([C:10]1[O:11][CH:12]=[CH:13][CH:14]=1)[C:6]([O:8][CH3:9])=[O:7] |f:0.1|. The solvent is CO (methanol). The reactants are Cl.NO (Hydroxylamine hydrochloride), O=C(C(=O)OC)C=1OC=CC1 (methyl 2-oxo-2-(2-furanyl)acetate). The reactants are C(C)(C)(C)OC(NC=1C=NC=C(C1)C#CC1=CC=CC=C1)=O ((5-Phenylethynyl-pyridin-3-yl)-carbamic acid tert-butyl ester), Cl (hydrogen chloride). Run in O1CCOCC1 (1,4-dioxane). Product: Cl.Cl.C1(=CC=CC=C1)C#CC=1C=C(C=NC1)N (5-Phenylethynyl-pyridin-3-ylamine dihydrochloride). The yield is 80.6%. As a reaction SMILES: C(OC(=O)[NH:7][C:8]1[CH:9]=[N:10][CH:11]=[C:12]([C:14]#[C:15][C:16]2[CH:21]=[CH:20][CH:19]=[CH:18][CH:17]=2)[CH:13]=1)(C)(C)C.[ClH:23]>O1CCOCC1>[ClH:23].[ClH:23].[C:16]1([C:15]#[C:14][C:12]2[CH:13]=[C:8]([NH2:7])[CH:9]=[N:10][CH:11]=2)[CH:17]=[CH:18][CH:19]=[CH:20][CH:21]=1 |f:3.4.5|. Reported procedure: Prepare essentially as described in EXAMPLE 2 from 5-phenylethynyl-pyridin-3-yl)-carbamic acid tert-butyl ester, (prepared as described in EXAMPLE 154), (0.380 g, 1.3 mmol) in 1,4-dioxane (1 mL) and hydrogen chloride (3 mL, 12 mmol) to give the title compound (280 mg, 81%). Reactants: OC1=CC(=CC=2OC([C@H]3[C@@H](C21)CC(CC3)=O)(C)C)C(CCCCCC)(C)C (cis-1-hydroxy-3-(1,1-dimethylheptyl)-6,6-dimethyl-6,6a,7,8,10,10a-hexahydro-9H-dibenzo[b,d]pyran-9-one), [Br-].[Al+3].[Br-].[Br-] (aluminum bromide). The solvent is ClCCl (dichloromethane). Run at temperature 24 celsius, time 5 hour. Product: OC1=CC(=CC=2OC([C@H]3[C@H](C21)CC(CC3)=O)(C)C)C(CCCCCC)(C)C (trans-1-hydroxy-3-(1,1-dimethylheptyl)-6,6-dimethyl-6,6a,7,8,10,10a-hexahydro-9H-dibenzo[b,d]pyran-9-one). RXN SMILES: [OH:1][C:2]1[C:11]2[C@H:10]3[CH2:12][C:13](=[O:16])[CH2:14][CH2:15][C@H:9]3[C:8]([CH3:18])([CH3:17])[O:7][C:6]=2[CH:5]=[C:4]([C:19]([CH3:27])([CH3:26])[CH2:20][CH2:21][CH2:22][CH2:23][CH2:24][CH3:25])[CH:3]=1.[Br-].[Al+3].[Br-].[Br-]>ClCCl>[OH:1][C:2]1[C:11]2[C@@H:10]3[CH2:12][C:13](=[O:16])[CH2:14][CH2:15][C@H:9]3[C:8]([CH3:17])([CH3:18])[O:7][C:6]=2[CH:5]=[C:4]([C:19]([CH3:26])([CH3:27])[CH2:20][CH2:21][CH2:22][CH2:23][CH2:24][CH3:25])[CH:3]=1 |f:1.2.3.4|. Procedure: To a solution of 1.0 g. of dl-cis-1-hydroxy-3-(1,1-dimethylheptyl)-6,6-dimethyl-6,6a,7,8,10,10a-hexahydro-9H-dibenzo[b,d]pyran-9-one in 40 ml. of dichloromethane was added in one portion 1.0 g. of aluminum bromide. The reaction mixture was stirred for five hours at 24° C., and then was washed with 1N hydrochloric acid solution and with water. The reaction mixture was dried and the solvent was removed by evaporation under reduced pressure, thus providing dl-trans-1-hydroxy-3-(1,1-dimethylheptyl)-... The reactants are ClC1=CC=C(C=C1)C(C(=O)O)C(C)C (2-(4-chlorophenyl)-3-methylbutanoic acid), C(C(=O)Cl)(=O)Cl (oxalyl chloride), CN(C=O)C (N,N-dimethylformamide). The reagents and catalysts are CCOCC (ether). The product is ClC1=CC=C(C=C1)C(C(=O)N)C(C)C (2-(4-chlorophenyl)-3-methylbutyramide). RXN SMILES: [Cl:1][C:2]1[CH:7]=[CH:6][C:5]([CH:8]([CH:12]([CH3:14])[CH3:13])[C:9](O)=[O:10])=[CH:4][CH:3]=1.C(Cl)(=O)C(Cl)=O.C[N:22](C)C=O>CCOCC>[Cl:1][C:2]1[CH:7]=[CH:6][C:5]([CH:8]([CH:12]([CH3:14])[CH3:13])[C:9]([NH2:22])=[O:10])=[CH:4][CH:3]=1. Procedure: To a solution of 4.25 g (20 mmol) of 2-(4-chlorophenyl)-3-methylbutanoic acid in 30 ml of ether containing one drop of N,N-dimethylformamide is added dropwise 3.81 g (30 mmol) of oxalyl chloride. The solution is stirred at RT until gas evolution ceases. The solvent and excess oxalyl chloride are removed in vacuo and the residue is taken up in 30 ml of ether. This solution is then added dropwise at 0°-5° to 4.86 g (40 mmol) of a 14% w/w aqueous solution of ammonia. After stirring the mixture for ... Reactants: CC(C)C(NC(=O)OCc1ccccc1)C(=O)OC1CCC(C(=O)OCCl)CC1, CC(C)=O, [I-], [Na+]. Yields the product CC(C)C(NC(=O)OCc1ccccc1)C(=O)OC1CCC(C(=O)OCI)CC1. As a reaction SMILES: [CH2:1]([c:2]1[cH:3][cH:4][cH:5][cH:6][cH:7]1)[O:8][C:9](=[O:10])[NH:11][CH:12]([CH:13]([CH3:14])[CH3:15])[C:16](=[O:17])[O:18][CH:19]1[CH2:20][CH2:21][CH:22]([C:25](=[O:26])[O:27][CH2:28][Cl:29])[CH2:23][CH2:24]1.[CH3:32][C:33](=[O:34])[CH3:35].[I-:31].[Na+:30]>>[CH2:1]([c:2]1[cH:3][cH:4][cH:5][cH:6][cH:7]1)[O:8][C:9](=[O:10])[NH:11][CH:12]([CH:13]([CH3:14])[CH3:15])[C:16](=[O:17])[O:18][CH:19]1[CH2:20][CH2:21][CH:22]([C:25](=[O:26])[O:27][CH2:28][I:31])[CH2:23][CH2:24]1. Reactants: C(C1=CC=CC=C1)(=O)NN (benzoylhydrazine), O=CC(Cl)(Cl)Cl (chloral). Solvent: C1=CC=CC=C1 (benzene). The product is C(C1=CC=CC=C1)(=O)NN=CC(Cl)(Cl)Cl (N-benzoyl-N'-(2,2,2-trichloroethylidene)hydrazine). As a reaction SMILES: [C:1]([NH:9][NH2:10])(=[O:8])[C:2]1[CH:7]=[CH:6][CH:5]=[CH:4][CH:3]=1.O=[CH:12][C:13]([Cl:16])([Cl:15])[Cl:14]>C1C=CC=CC=1>[C:1]([NH:9][N:10]=[CH:12][C:13]([Cl:16])([Cl:15])[Cl:14])(=[O:8])[C:2]1[CH:7]=[CH:6][CH:5]=[CH:4][CH:3]=1. Procedure: 10 g (0.073 mol) of benzoylhydrazine were suspended in benzene, 200 ml, and 18.3 g (0.124 mol) of chloral were added dropwise to the suspension which was then refluxed under agitation for 3 hours. Upon cooling, the sedimented crystals were collected by filtration and washed well with benzene. In this way, white brown crystals, 19 g, were obtained substantially quantatively. m.p. 188°-189° C. (decomposed). When recrystallized from acetone, the Compound No. 1, m.p. 194°-195° (decomposed), was obta... The reactants are NC1=C(C=C(C=C1)C)C(=C)C (2-(2-amino-5-methylphenyl)propene), NC1=C(C(=O)O)C=C(C=C1)C (2-amino-5-methylbenzoic acid), NC1=C(C=C(C=C1)C)C(O)(C)C ((2-amino-5-methylphenyl)dimethylcarbinol), CC=1C=C2C(=CN=NC2=CC1)C(Cl)(Cl)Cl (6-methyl-4-(trichloromethyl)cinnoline), NC1=C(C(=O)O)C=CC=C1C (2-amino-3-methylbenzoic acid), NC1=C(C(=O)OC)C=C(C=C1)C (methyl 2-amino-5-methylbenzoate), CC1=CN=NC2=CC=C(C=C12)C (4,6-dimethylcinnoline). The product is CC=1C=C2C(=CN=NC2=CC1)C(=O)O (6-Methylcinnoline-4-carboxylic acid). RXN SMILES: [NH2:1][C:2]1[CH:10]=[CH:9][C:8]([CH3:11])=[CH:7][C:3]=1[C:4](O)=O.NC1C(C)=CC=CC=1[C:15]([OH:17])=[O:16].[NH2:23][C:24]1C=CC(C)=CC=1C(OC)=O.NC1C=CC(C)=CC=1C(C)(C)O.NC1C=CC(C)=CC=1C(C)=C.CC1C2C(=CC=C(C)C=2)N=NC=1.CC1C=C2C(=CC=1)N=NC=C2C(Cl)(Cl)Cl>>[CH3:11][C:8]1[CH:7]=[C:3]2[C:2](=[CH:10][CH:9]=1)[N:1]=[N:23][CH:24]=[C:4]2[C:15]([OH:17])=[O:16]. Procedure details: 51 was prepared, as a tan solid, m.p.: 179°-180° C., from 2-amino-5-methylbenzoic acid, by the respective procedures described in Example 49 for preparing 49 from 2-amino-3-methylbenzoic acid: via methyl 2-amino-5-methylbenzoate (a solid, m.p.: 62°-63° C.), (2-amino-5-methylphenyl)dimethylcarbinol (an oil, b.p.: 100° C./0.1 Torr.), 2-(2-amino-5-methylphenyl)propene (a liquid, b.p.: 87°-90° C./0.5 Torr.), 4,6-dimethylcinnoline (a solid, m.p.: 75°-76° C.), and 6-methyl-4-(trichloromethyl)cinnoline...